This data is from the Open Reaction Database (ORD), a public repository of structured organic reaction records. The task is: describe an organic reaction: reactants, conditions, products, and yield The reactants are ClC1=CC=2C3=C(NC2C=C1)CCN(CC3)C (9-chloro-3-methyl-1,2,3,4,5,6-hexahydroazepino[4,5-b]indole), C(=C)C=1C=CC(=NC1)C(=O)O (5-vinylpicolinic acid). The solvent is [OH-].[Na+] (NaOH), O (water). The reagents and catalysts are [Cl-].C(CCC)[N+](CCCC)(CCCC)CCCC (tetra n-butyl ammonium chloride). Yields the product ClC1=CC=2C3=C(N(C2C=C1)CCC=1C=CC(=NC1)C(=O)O)CCN(CC3)C (5-(2-(9-chloro-3-methyl-2,3,4,5-tetrahydroazepino[4,5-b]indol-6(1H)-yl)ethyl)picolinic acid). As a reaction SMILES: [Cl:1][C:2]1[CH:10]=[CH:9][C:8]2[NH:7][C:6]3[CH2:11][CH2:12][N:13]([CH3:16])[CH2:14][CH2:15][C:5]=3[C:4]=2[CH:3]=1.[CH:17]([C:19]1[CH:20]=[CH:21][C:22]([C:25]([OH:27])=[O:26])=[N:23][CH:24]=1)=[CH2:18]>[OH-].[Na+].[Cl-].C([N+](CCCC)(CCCC)CCCC)CCC.O>[Cl:1][C:2]1[CH:10]=[CH:9][C:8]2[N:7]([CH2:18][CH2:17][C:19]3[CH:20]=[CH:21][C:22]([C:25]([OH:27])=[O:26])=[N:23][CH:24]=3)[C:6]3[CH2:11][CH2:12][N:13]([CH3:16])[CH2:14][CH2:15][C:5]=3[C:4]=2[CH:3]=1 |f:2.3,4.5|. Run at temperature 90 celsius. The yield is 2.5%. Reported procedure: The title compound was prepared by following general procedure 4. To a solution of 9-chloro-3-methyl-1,2,3,4,5,6-hexahydroazepino[4,5-b]indole (200 mg, 0.85 mmol) in 50% aq. NaOH solution (3 mL) was added, tetra n-butyl ammonium chloride (11 mg, 0.042 mmol) followed by 5-vinylpicolinic acid (140 mg, 0.94 mmol). The reaction mixture was heated at 90° C. for overnight and was monitored by TLC. After completion of reaction, the reaction mixture was diluted with water, extracted with ethyl acetate. ... Reactants: CN1CCC(c2c[nH]c3ccc(NCc4ccccc4)cc23)C1, CCO, O=C[O-], [NH4+]. Yields the product CN1CCC(c2c[nH]c3ccc(N)cc23)C1. Reaction SMILES: [CH2:1]([c:2]1[cH:3][cH:4][cH:5][cH:6][cH:7]1)[NH:8][c:9]1[cH:10][c:11]2[c:12]([CH:18]3[CH2:19][N:20]([CH3:23])[CH2:21][CH2:22]3)[cH:13][nH:14][c:15]2[cH:16][cH:17]1.[CH3:28][CH2:29][OH:30].[CH:24]([O-:25])=[O:26].[NH4+:27]>>[NH2:8][c:9]1[cH:10][c:11]2[c:12]([CH:18]3[CH2:19][N:20]([CH3:23])[CH2:21][CH2:22]3)[cH:13][nH:14][c:15]2[cH:16][cH:17]1. The reactants are Br.C(CC)N(C1CCC=2C=CC(=CC2C1)NC(C)=O)CCC (N-[7-(dipropylamino)-5,6,7,8-tetrahydro-2-naphthalenyl]-acetamide hydrobromide). Procedure details: A suspension of N-[7-(dipropylamino)-5,6,7,8-tetrahydro-2-naphthalenyl]-acetamide hydrobromide (3.0 g, 8.1 mmoles) in water was treated in 1N sodium hydroxide (100 ml) and the resulting free base was extracted in benzene. The solvent was evaporated and the residue was heated at reflux in 2N hydrochloric acid (37 ml) for 2 hr. After cooling, the solution was basified with 1N sodium hydroxide and extracted three times with benzene. The organic extracts were dried (MgSO4) and concentrated to afford... Yields the product C(CC)N(C1CC2=CC(=CC=C2CC1)N)CCC (1,2,3,4-tetrahydro-N2, N2 -dipropyl-2,7-naphthalenediamine). Run in O (water), [OH-].[Na+] (sodium hydroxide). Yield: 88.2%. RXN SMILES: Br.[CH2:2]([N:5]([CH2:20][CH2:21][CH3:22])[CH:6]1[CH2:15][C:14]2[CH:13]=[C:12]([NH:16]C(=O)C)[CH:11]=[CH:10][C:9]=2[CH2:8][CH2:7]1)[CH2:3][CH3:4]>O.[OH-].[Na+]>[CH2:20]([N:5]([CH2:2][CH2:3][CH3:4])[CH:6]1[CH2:7][CH2:8][C:9]2[C:14](=[CH:13][C:12]([NH2:16])=[CH:11][CH:10]=2)[CH2:15]1)[CH2:21][CH3:22] |f:0.1,3.4|.